This data is from the Open Reaction Database (ORD), a public repository of structured organic reaction records. The task is: describe an organic reaction: reactants, conditions, products, and yield Starting materials: ClCCl, CC(=O)O, CCOC(=O)C(=NOCC(=O)OCC(Cl)(Cl)Cl)C(C)=O, O, O=S(=O)(Cl)Cl. Product: CCOC(=O)C(=NOCC(=O)OCC(Cl)(Cl)Cl)C(=O)CCl. Reaction SMILES: [CH2:27]([Cl:28])[Cl:29].[CH3:30][C:31](=[O:32])[OH:33].[Cl:1][C:2]([CH2:3][O:4][C:5](=[O:6])[CH2:7][O:8][N:9]=[C:10]([C:11](=[O:12])[O:13][CH2:14][CH3:15])[C:16]([CH3:17])=[O:18])([Cl:19])[Cl:20].[OH2:26].[S:21]([Cl:22])(=[O:23])([Cl:24])=[O:25]>>[Cl:1][C:2]([CH2:3][O:4][C:5](=[O:6])[CH2:7][O:8][N:9]=[C:10]([C:11](=[O:12])[O:13][CH2:14][CH3:15])[C:16]([CH2:17][Cl:24])=[O:18])([Cl:19])[Cl:20]. Reactants: C#CCCCc1ccccc1, Cc1ccc(S(=O)(=O)Oc2cc(-c3ccccc3)nn2C)cc1, CCCCCCC, ClCCl. Yields the product Cn1nc(-c2ccccc2)cc1C#CCCCc1ccccc1. As a reaction SMILES: [CH2:24]([CH2:25][CH2:26][C:27]#[CH:28])[c:29]1[cH:30][cH:31][cH:32][cH:33][cH:34]1.[CH3:1][n:2]1[n:3][c:4](-[c:18]2[cH:19][cH:20][cH:21][cH:22][cH:23]2)[cH:5][c:6]1[O:7][S:8]([c:9]1[cH:10][cH:11][c:12]([CH3:13])[cH:14][cH:15]1)(=[O:16])=[O:17].[CH3:35][CH2:36][CH2:37][CH2:38][CH2:39][CH2:40][CH3:41].[Cl:42][CH2:43][Cl:44]>>[CH3:1][n:2]1[n:3][c:4](-[c:18]2[cH:19][cH:20][cH:21][cH:22][cH:23]2)[cH:5][c:6]1[C:28]#[C:27][CH2:26][CH2:25][CH2:24][c:29]1[cH:30][cH:31][cH:32][cH:33][cH:34]1. The reactants are BrC1=CC=C(C=C1)NC(OC(C)(C)C)=O (tert-butyl 4-bromophenylcarbamate), N1=CC=C(C=C1)B(O)O (4-pyridineboronic acid), C(=O)([O-])[O-].[K+].[K+] (K2CO3), C(Cl)Cl (DCM). Reagents/catalysts: C=1C=CC(=CC1)[P](C=2C=CC=CC2)(C=3C=CC=CC3)[Pd]([P](C=4C=CC=CC4)(C=5C=CC=CC5)C=6C=CC=CC6)([P](C=7C=CC=CC7)(C=8C=CC=CC8)C=9C=CC=CC9)[P](C=1C=CC=CC1)(C=1C=CC=CC1)C=1C=CC=CC1 (Pd(PPh3)4). The solvent is O1CCOCC1.O (dioxane H2O), CO (MeOH). Product: N1=CC=C(C=C1)C1=CC=C(C=C1)NC(OC(C)(C)C)=O (tert-Butyl 4-(pyridin-4-yl)phenylcarbamate). Isolated yield 90.2%. RXN SMILES: Br[C:2]1[CH:7]=[CH:6][C:5]([NH:8][C:9](=[O:15])[O:10][C:11]([CH3:14])([CH3:13])[CH3:12])=[CH:4][CH:3]=1.[N:16]1[CH:21]=[CH:20][C:19](B(O)O)=[CH:18][CH:17]=1.C([O-])([O-])=O.[K+].[K+].C(Cl)Cl>O1CCOCC1.O.C1C=CC([P]([Pd]([P](C2C=CC=CC=2)(C2C=CC=CC=2)C2C=CC=CC=2)([P](C2C=CC=CC=2)(C2C=CC=CC=2)C2C=CC=CC=2)[P](C2C=CC=CC=2)(C2C=CC=CC=2)C2C=CC=CC=2)(C2C=CC=CC=2)C2C=CC=CC=2)=CC=1.CO>[N:16]1[CH:21]=[CH:20][C:19]([C:2]2[CH:7]=[CH:6][C:5]([NH:8][C:9](=[O:15])[O:10][C:11]([CH3:14])([CH3:13])[CH3:12])=[CH:4][CH:3]=2)=[CH:18][CH:17]=1 |f:2.3.4,6.7,^1:44,46,65,84|. Procedure: 4-(Pyridin-4-yl)aniline (20) was prepared in three steps: To a mixture of 4-bromoaniline (950 mg, 5.6 mmol), triethylamine (678 mg, 6.7 mmol) and DMAP (73 mg, 0.56 mmol) in DCM (30 mL) was added Boc2O (1.22g, 5.6 mmol) at 0° C. The reaction mixture was allowed to warm to room temperature and stirred for 2 hr. After the reaction was quenched with 5% NaHCO3, the mixture was extracted with DCM (3×20 mL). The organic layer was combined and dried over anhydrous MgSO4. tert-Butyl 4-bromophenylcarbamat... Reactants: O (water), C(#N)C1=CN(C=C1C1=CC=CC=C1)C1=CC=C(C(=O)O)C=C1 (4-(3-cyano-4-phenylpyrrole-1-yl)benzoic acid), C(=O)(N1C=NC=C1)N1C=NC=C1 (1,1′-carbonyldiimidazole), N (ammonia), solution. The solvent is O1CCCC1 (tetrahydrofuran). Conditions: time 30 minute. The product is C(#N)C1=CN(C=C1C1=CC=CC=C1)C1=CC=C(C(=O)N)C=C1 (4-(3-Cyano-4-phenylpyrrole-1-yl)benzamide). Isolated yield 93.2%. As a reaction SMILES: [C:1]([C:3]1[C:7]([C:8]2[CH:13]=[CH:12][CH:11]=[CH:10][CH:9]=2)=[CH:6][N:5]([C:14]2[CH:22]=[CH:21][C:17]([C:18]([OH:20])=O)=[CH:16][CH:15]=2)[CH:4]=1)#[N:2].C(N1C=CN=C1)([N:25]1C=CN=C1)=O.N.O>O1CCCC1>[C:1]([C:3]1[C:7]([C:8]2[CH:9]=[CH:10][CH:11]=[CH:12][CH:13]=2)=[CH:6][N:5]([C:14]2[CH:15]=[CH:16][C:17]([C:18]([NH2:25])=[O:20])=[CH:21][CH:22]=2)[CH:4]=1)#[N:2]. Procedure: To a solution of 4-(3-cyano-4-phenylpyrrole-1-yl)benzoic acid (0.14 g) in tetrahydrofuran (2.5 mL) was added 1,1′-carbonyldiimidazole (0.16 g). After stirring for 30 minutes, to this reaction mixture was added aqueous ammonia (28% solution 0.75 mL), and this mixture was stirred 2 hours. To this reaction mixture was added water (10 mL), the precipitated white solid was collected by filtration, and wash with methanol, dried to give the title compound (0.13 g). The reactants are CC(=O)NCCSC(CC(=O)[O-])C(=O)C(=O)OCc1ccc([N+](=O)[O-])cc1, CCOC(=O)N1c2ccccc2C=CC1OCC, ClCCl, O=C(Cc1ccccc1)NC1CONC1=O. The product is CC(=O)NCCSC1CC(=O)OC1(C(=O)OCc1ccc([N+](=O)[O-])cc1)N1OCC(NC(=O)Cc2ccccc2)C1=O. RXN SMILES: [C:17]([CH3:18])(=[O:19])[NH:20][CH2:21][CH2:22][S:23][CH:24]([C:25]([C:26](=[O:27])[O:28][CH2:29][c:30]1[cH:31][cH:32][c:33]([N+:36](=[O:37])[O-:38])[cH:34][cH:35]1)=[O:39])[CH2:40][C:41](=[O:42])[O-:43].[CH2:44]([O:45][C:46]([N:47]1[c:48]2[c:49]([cH:50][cH:51][cH:52][cH:53]2)[CH:54]=[CH:55][CH:56]1[O:57][CH2:58][CH3:59])=[O:60])[CH3:61].[Cl:62][CH2:63][Cl:64].[c:1]1([CH2:7][C:8](=[O:9])[NH:10][CH:11]2[C:12](=[O:16])[NH:13][O:14][CH2:15]2)[cH:2][cH:3][cH:4][cH:5][cH:6]1>>[c:1]1([CH2:7][C:8](=[O:9])[NH:10][CH:11]2[C:12](=[O:16])[N:13]([C:25]3([C:26](=[O:27])[O:28][CH2:29][c:30]4[cH:31][cH:32][c:33]([N+:36](=[O:37])[O-:38])[cH:34][cH:35]4)[CH:24]([S:23][CH2:22][CH2:21][NH:20][C:17]([CH3:18])=[O:19])[CH2:40][C:41](=[O:42])[O:43]3)[O:14][CH2:15]2)[cH:2][cH:3][cH:4][cH:5][cH:6]1. Reactants: CNC1=C(C=CC=C1)C(=O)OCC (N-Methyl-2-carboethoxyaniline), ClCCN=C=O (2-chloroethylisocyanate). Run in C1(=CC=CC=C1)C (toluene). Run at temperature 25 celsius. Yields the product CN1C(N(C(C2=CC=CC=C12)=O)CCCl)=O (1-methyl-3-(2-chloroethyl)-quinazoline-2-4-dione). As a reaction SMILES: [CH3:1][NH:2][C:3]1[CH:8]=[CH:7][CH:6]=[CH:5][C:4]=1[C:9](OCC)=[O:10].[Cl:14][CH2:15][CH2:16][N:17]=[C:18]=[O:19]>C1(C)C=CC=CC=1>[CH3:1][N:2]1[C:3]2[C:4](=[CH:5][CH:6]=[CH:7][CH:8]=2)[C:9](=[O:10])[N:17]([CH2:16][CH2:15][Cl:14])[C:18]1=[O:19]. Procedure details: N-Methyl-2-carboethoxyaniline (5.0 g, 28 mmol) was treated with 2-chloroethylisocyanate (2.86 mL, 28 mmol) at reflux in toluene for 18 hours. The reaction was cooled to 25° C., and the crystalline product was collected by filtration to yield the intermediate 1-methyl-3-(2-chloroethyl)-quinazoline-2-4-dione. The intermediate quinazolinedione (0.53 g, 2.2 mmol) and cis-6-methoxy-2,3,3a,4,5,9b-[1H]-benz[e]isoindole (0.38 g, 1.87 mmol) were combined in acetonitrile (3 mL) and diisopropylethylamine (... The product is CN1CC2CC(n3cc(I)c4c(Cl)ncnc43)CC2C1. RXN SMILES: [CH3:12][N:13]1[CH2:14][CH:15]2[CH:16]([CH2:17]1)[CH2:18][CH:19]([OH:21])[CH2:20]2.[Cl:1][c:2]1[c:3]2[c:4]([n:5][cH:6][n:7]1)[nH:8][cH:9][c:10]2[I:11].[O:41]1[CH2:42][CH2:43][CH2:44][CH2:45]1.[c:22]1([P:23]([c:24]2[cH:25][cH:26][cH:27][cH:28][cH:29]2)[c:30]2[cH:31][cH:32][cH:33][cH:34][cH:35]2)[cH:36][cH:37][cH:38][cH:39][cH:40]1>>[Cl:1][c:2]1[c:3]2[c:4]([n:5][cH:6][n:7]1)[n:8]([CH:19]1[CH2:18][CH:16]3[CH:15]([CH2:14][N:13]([CH3:12])[CH2:17]3)[CH2:20]1)[cH:9][c:10]2[I:11]. The reactants are CN1CC2CC(O)CC2C1, Clc1ncnc2[nH]cc(I)c12, C1CCOC1, c1ccc(P(c2ccccc2)c2ccccc2)cc1.